Dataset: the Open Reaction Database (ORD), a public repository of structured organic reaction records. Task: describe an organic reaction: reactants, conditions, products, and yield Starting materials: [BH4-], CCOC(C)=O, CS(=O)(=O)c1ccc(-c2cc(C(=O)Cl)sc2-c2ccc(F)cc2)cc1, [Na+], C1COCCO1. The product is CS(=O)(=O)c1ccc(-c2cc(CO)sc2-c2ccc(F)cc2)cc1. Reaction SMILES: [BH4-:26].[CH3:34][CH2:35][O:36][C:37](=[O:38])[CH3:39].[F:1][c:2]1[cH:3][cH:4][c:5](-[c:8]2[c:9](-[c:16]3[cH:17][cH:18][c:19]([S:22](=[O:23])(=[O:24])[CH3:25])[cH:20][cH:21]3)[cH:10][c:11]([C:13](=[O:14])[Cl:15])[s:12]2)[cH:6][cH:7]1.[Na+:27].[O:28]1[CH2:29][CH2:30][O:31][CH2:32][CH2:33]1>>[F:1][c:2]1[cH:3][cH:4][c:5](-[c:8]2[c:9](-[c:16]3[cH:17][cH:18][c:19]([S:22](=[O:23])(=[O:24])[CH3:25])[cH:20][cH:21]3)[cH:10][c:11]([CH2:13][OH:14])[s:12]2)[cH:6][cH:7]1. The reactants are FC1=NC=CC(=C1)C(=O)O (2-fluoropyridine-4-carboxylic acid), S(=O)(Cl)Cl (thionyl chloride). Product: FC1=NC=CC(=C1)C(=O)Cl (2-fluoropyridine-4-carbonyl chloride). RXN SMILES: [F:1][C:2]1[CH:7]=[C:6]([C:8]([OH:10])=O)[CH:5]=[CH:4][N:3]=1.S(Cl)([Cl:13])=O>>[F:1][C:2]1[CH:7]=[C:6]([C:8]([Cl:13])=[O:10])[CH:5]=[CH:4][N:3]=1. Procedure: A mixture of the above 2-fluoropyridine-4-carboxylic acid (10 g) and thionyl chloride (70 mL) was heated at reflux for 25 hours. The excess thionyl chloride was removed by distillation at atmospheric pressure and the residue was distilled giving 9.51 grams of 2-fluoropyridine-4-carbonyl chloride having a boiling point of 88° C. The reactants are [N+](=O)([O-])C=1C=C2C(=C(NC2=CC1)C(=O)OCC)C1=CC=CC=C1 (ethyl 5-nitro-3-phenyl-1H-indole-2-carboxylate), C(C1=CC=CC=C1)Br (benzyl bromide), C(=O)([O-])[O-].[Cs+].[Cs+] (Cs2CO3). Run in C1CCOC1 (THF). Product: C(C1=CC=CC=C1)N1C(=C(C2=CC(=CC=C12)[N+](=O)[O-])C1=CC=CC=C1)C(=O)OCC (ethyl 1-benzyl-5-nitro-3-phenyl-1H-indole-2-carboxylate). The yield is 92.8%. Reaction SMILES: [N+:1]([C:4]1[CH:5]=[C:6]2[C:10](=[CH:11][CH:12]=1)[NH:9][C:8]([C:13]([O:15][CH2:16][CH3:17])=[O:14])=[C:7]2[C:18]1[CH:23]=[CH:22][CH:21]=[CH:20][CH:19]=1)([O-:3])=[O:2].[CH2:24](Br)[C:25]1[CH:30]=[CH:29][CH:28]=[CH:27][CH:26]=1.C([O-])([O-])=O.[Cs+].[Cs+]>C1COCC1>[CH2:24]([N:9]1[C:10]2[C:6](=[CH:5][C:4]([N+:1]([O-:3])=[O:2])=[CH:12][CH:11]=2)[C:7]([C:18]2[CH:23]=[CH:22][CH:21]=[CH:20][CH:19]=2)=[C:8]1[C:13]([O:15][CH2:16][CH3:17])=[O:14])[C:25]1[CH:30]=[CH:29][CH:28]=[CH:27][CH:26]=1 |f:2.3.4|. Procedure details: A solution of ethyl 5-nitro-3-phenyl-1H-indole-2-carboxylate (1.0 g, 3.23 mmol) and benzyl bromide (0.60 g, 3.5 mmol) in THF (50 mL) was treated with Cs2CO3 (3.26 g, 10 mmol) and heated to a gentle reflux for 16 h. After cooling to room temperature the reaction was quenched by addition of water and then partitioned between water and EtOAc. The organic phase was dried over MgSO4, and concentrated to yield ethyl 1-benzyl-5-nitro-3-phenyl-1H-indole-2-carboxylate as a yellowish solid (1.20 g, 93%): ... Starting materials: FC(C(=O)OC(C(F)(F)F)=O)(F)F (Trifluoroacetic acid anhydride), C(C)(C)(C)OC(=O)N1N=CC(=C1)C1=CC=C(C2=CC=CC=C12)C1=NOC(C1)(C(F)(F)F)C1=CC(=CC(=C1)Cl)Cl (4-{4-[5-(3,5-dichloro-phenyl)-5-trifluoromethyl-4,5-dihydro-isoxazol-3-yl]-naphthalen-1-yl}-pyrazole-1-carboxylic acid tert-butyl ester), [OH-].[Na+] (sodium hydroxide). The solvent is ClCCl (dichloromethane). Product: ClC=1C=C(C=C(C1)Cl)C1(CC(=NO1)C1=CC=C(C2=CC=CC=C12)C=1C=NNC1)C(F)(F)F (5-(3,5-dichloro-phenyl)-3-[4-(1H-pyrazol-4-yl)-naphthalen-1-yl]-5-trifluoromethyl-4,5-dihydro-isoxazole). RXN SMILES: FC(F)(F)C(OC(=O)C(F)(F)F)=O.C(OC([N:21]1[CH:25]=[C:24]([C:26]2[C:35]3[C:30](=[CH:31][CH:32]=[CH:33][CH:34]=3)[C:29]([C:36]3[CH2:40][C:39]([C:45]4[CH:50]=[C:49]([Cl:51])[CH:48]=[C:47]([Cl:52])[CH:46]=4)([C:41]([F:44])([F:43])[F:42])[O:38][N:37]=3)=[CH:28][CH:27]=2)[CH:23]=[N:22]1)=O)(C)(C)C.[OH-].[Na+]>ClCCl>[Cl:51][C:49]1[CH:50]=[C:45]([C:39]2([C:41]([F:43])([F:42])[F:44])[O:38][N:37]=[C:36]([C:29]3[C:30]4[C:35](=[CH:34][CH:33]=[CH:32][CH:31]=4)[C:26]([C:24]4[CH:23]=[N:22][NH:21][CH:25]=4)=[CH:27][CH:28]=3)[CH2:40]2)[CH:46]=[C:47]([Cl:52])[CH:48]=1 |f:2.3|. Procedure details: Trifluoroacetic acid anhydride (0.18 ml) is added to a solution of 4-{4-[5-(3,5-dichloro-phenyl)-5-trifluoromethyl-4,5-dihydro-isoxazol-3-yl]-naphthalen-1-yl}-pyrazole-1-carboxylic acid tert-butyl ester (135 mg) in dichloromethane (1 ml). After 1 hour at room temperature an aqueous solution of sodium hydroxide (30%) is added. The aqueous phase is extracted with dichloromethane and the combined organic phases are dried over MgSO4 and concentrated in vacuo. The crude product is purified on a semi-... The reactants are NC1=C(C(=O)NCCN2CCC(CC2)N2C(NC3=C2C=CC=C3)=O)C=CC(=C1)F (2-amino-N-{2-[4-(2,3-dihydro-2-oxo-1H-benzimidazol-1-yl)-1-piperidinyl]ethyl}-4-fluorobenzamide), C(C)(=O)OC(C)=O (acetic acid anhydride), [OH-].[NH4+] (ammonium hydroxide). Run in O (water). Run at time 30 minute. The product is C(C)(=O)NC1=C(C(=O)NCCN2CCC(CC2)N2C(NC3=C2C=CC=C3)=O)C=CC(=C1)F (2-(acetylamino)-N-{2-[4-(2,3-dihydro-2-oxo-1H-benzimidazol-1-yl)-1-piperidinyl]ethyl}-4-fluorobenzamide). As a reaction SMILES: [NH2:1][C:2]1[CH:28]=[C:27]([F:29])[CH:26]=[CH:25][C:3]=1[C:4]([NH:6][CH2:7][CH2:8][N:9]1[CH2:14][CH2:13][CH:12]([N:15]2[C:19]3[CH:20]=[CH:21][CH:22]=[CH:23][C:18]=3[NH:17][C:16]2=[O:24])[CH2:11][CH2:10]1)=[O:5].[C:30](OC(=O)C)(=[O:32])[CH3:31].[OH-].[NH4+]>O>[C:30]([NH:1][C:2]1[CH:28]=[C:27]([F:29])[CH:26]=[CH:25][C:3]=1[C:4]([NH:6][CH2:7][CH2:8][N:9]1[CH2:10][CH2:11][CH:12]([N:15]2[C:19]3[CH:20]=[CH:21][CH:22]=[CH:23][C:18]=3[NH:17][C:16]2=[O:24])[CH2:13][CH2:14]1)=[O:5])(=[O:32])[CH3:31] |f:2.3|. Procedure: A mixture of 1 part of 2-amino-N-{2-[4-(2,3-dihydro-2-oxo-1H-benzimidazol-1-yl)-1-piperidinyl]ethyl}-4-fluorobenzamide, 1 part of acetic acid anhydride and 15 parts of water is stirred for 30 minutes in a water-bath at 80°-90° C. The reaction mixture is cooled and alkalized with an ammonium hydroxide solution. The product is extracted with trichloromethane. The extract is dried, filtered and evaporated. The residue is crystallized from 4-methyl-2-pentanone. The product is filtered off and dried,... The reactants are N1=CC(=CC=C1)C1(SC=CN1)CC(=O)O (2-(3-pyridyl)-thiazole acetic acid), NC1=C(C=O)C=CC=C1 (o-aminobenzaldehyde). Yields the product C(=O)C1=C(C=CC=C1)NC(CC1(SC=CN1)C=1C=NC=CC1)=O (N-(2-formylphenyl)-2-(3-pyridyl)-thiazole acetamide). As a reaction SMILES: [N:1]1[CH:6]=[CH:5][CH:4]=[C:3]([C:7]2([CH2:12][C:13]([OH:15])=O)[NH:11][CH:10]=[CH:9][S:8]2)[CH:2]=1.[NH2:16][C:17]1[CH:24]=[CH:23][CH:22]=[CH:21][C:18]=1[CH:19]=[O:20]>>[CH:19]([C:18]1[CH:21]=[CH:22][CH:23]=[CH:24][C:17]=1[NH:16][C:13](=[O:15])[CH2:12][C:7]1([C:3]2[CH:2]=[N:1][CH:6]=[CH:5][CH:4]=2)[NH:11][CH:10]=[CH:9][S:8]1)=[O:20]. Procedure: This compound was prepared according to the method described in Example 1c by employing 2-(3-pyridyl)-thiazole acetic acid (Step b) and o-aminobenzaldehyde (Aldrich). Mp: 70-73° C. MS m/z: 324 (M+1). Calc'd for C17H13N3O2S: 323.07. Procedure details: To a stirred solution of (1-(6-oxohexyl)piperidin-4-yl)methyl 2-cyclohexyl-2-hydroxy-2-phenylacetate (prepared as Preparation intermediate 15 but using (1-(5-(1,3-dioxolan-2-yl)pentyl)piperidin-4-yl)methyl 2-cyclohexyl-2-hydroxy-2-phenylacetate (0.20 g, 0.47 mmol) and 1,4-dioxa-8-azaspiro[4.5]decane (0.133 g, 0.93 mmol) in THF (5 mL), sodium triacetoxyborohydride (0.294 g, 1.39 mmol) was added. The reaction mixture was stirred at RT for 18 hours. The reaction mixture was partitioned between DCM ... Run at time 18 hour. As a reaction SMILES: C1(C(O)(C2C=CC=CC=2)C(OCC2CCN(CCCCCC=O)CC2)=O)CCCCC1.[CH:32]1([C:38]([OH:65])([C:59]2[CH:64]=[CH:63][CH:62]=[CH:61][CH:60]=2)[C:39]([O:41][CH2:42][CH:43]2[CH2:48][CH2:47][N:46]([CH2:49][CH2:50][CH2:51][CH2:52][CH2:53][CH:54]3OCCO3)[CH2:45][CH2:44]2)=[O:40])[CH2:37][CH2:36][CH2:35][CH2:34][CH2:33]1.O1[C:70]2([CH2:75][CH2:74][NH:73][CH2:72][CH2:71]2)[O:69]CC1.C(O[BH-](OC(=O)C)OC(=O)C)(=O)C.[Na+]>C1COCC1>[CH:32]1([C:38]([OH:65])([C:59]2[CH:64]=[CH:63][CH:62]=[CH:61][CH:60]=2)[C:39]([O:41][CH2:42][CH:43]2[CH2:44][CH2:45][N:46]([CH2:49][CH2:50][CH2:51][CH2:52][CH2:53][CH2:54][N:73]3[CH2:74][CH2:75][C:70](=[O:69])[CH2:71][CH2:72]3)[CH2:47][CH2:48]2)=[O:40])[CH2:33][CH2:34][CH2:35][CH2:36][CH2:37]1 |f:3.4|. Product: C1(CCCCC1)C(C(=O)OCC1CCN(CC1)CCCCCCN1CCC(CC1)=O)(C1=CC=CC=C1)O ((1-(6-(4-Oxopiperidin-1-yl)hexyl)piperidin-4-yl)methyl 2-cyclohexyl-2-hydroxy-2-phenylacetate). Run in C1CCOC1 (THF). Starting materials: O1CCOC12CCNCC2 (1,4-dioxa-8-azaspiro[4.5]decane), C1(CCCCC1)C(C(=O)OCC1CCN(CC1)CCCCCC=O)(C1=CC=CC=C1)O ((1-(6-oxohexyl)piperidin-4-yl)methyl 2-cyclohexyl-2-hydroxy-2-phenylacetate), intermediate 15, C(C)(=O)O[BH-](OC(C)=O)OC(C)=O.[Na+] (sodium triacetoxyborohydride), C1(CCCCC1)C(C(=O)OCC1CCN(CC1)CCCCCC1OCCO1)(C1=CC=CC=C1)O ((1-(5-(1,3-dioxolan-2-yl)pentyl)piperidin-4-yl)methyl 2-cyclohexyl-2-hydroxy-2-phenylacetate). Reactants: ClS(=O)(=O)N=C=O (chlorosulfonyl isocyanate), C(C)(C)(C)OC(=O)NC(COC1=NOC2=C1C=C(C=C2)Cl)CO (3-(2-tert-butoxycarbonylamino-3-hydroxypropoxy)-5-chloro-1,2-benzoisoxazole), O (water). The solvent is C(Cl)Cl (methylene chloride). Yields the product C(N)(=O)OCC(COC1=NOC2=C1C=C(C=C2)Cl)NC(=O)OC(C)(C)C (3-(3-carbamoyloxy-2-tert-butoxycarbonylaminopropoxy)-5-chloro-1,2-benzoisoxazole). Isolated yield 85.5%. Reaction SMILES: [C:1]([O:5][C:6]([NH:8][CH:9]([CH2:22][OH:23])[CH2:10][O:11][C:12]1[C:16]2[CH:17]=[C:18]([Cl:21])[CH:19]=[CH:20][C:15]=2[O:14][N:13]=1)=[O:7])([CH3:4])([CH3:3])[CH3:2].ClS([N:28]=[C:29]=[O:30])(=O)=O.O>C(Cl)Cl>[C:29]([O:23][CH2:22][CH:9]([NH:8][C:6]([O:5][C:1]([CH3:4])([CH3:3])[CH3:2])=[O:7])[CH2:10][O:11][C:12]1[C:16]2[CH:17]=[C:18]([Cl:21])[CH:19]=[CH:20][C:15]=2[O:14][N:13]=1)(=[O:30])[NH2:28]. Procedure: To a suspension of 3.43 g of 3-(2-tert-butoxycarbonylamino-3-hydroxypropoxy)-5-chloro-1,2-benzoisoxazole in 34 ml of methylene chloride is added 1.70 g of chlorosulfonyl isocyanate at -45° to -40° C., and the temperature thereof is elevated to 0° C., after which they are subjected to reaction at the same temperature for one hour. To the reaction mixture is added 10 ml of water and they are subjected to reaction at 20°-25° C. for one hour, after which methylene chloride is removed by distillation... Starting materials: ClC1=CC2=C(N=C(N2)C2=CC=C(C=C2)C(=O)OC)C=C1Cl (5,6-dichloro-2-(4-methoxycarbonylphenyl)benzimidazole), [OH-].[Na+] (NaOH). Run in C1CCOC1 (THF). Conditions: temperature 50 celsius. Yields the product ClC1=CC2=C(N=C(N2)C2=CC=C(C=C2)C(=O)O)C=C1Cl (5,6-Dichloro-2-(4-carboxyphenyl)benzimidazole). Isolated yield 91.5%. As a reaction SMILES: [Cl:1][C:2]1[C:20]([Cl:21])=[CH:19][C:5]2[N:6]=[C:7]([C:9]3[CH:14]=[CH:13][C:12]([C:15]([O:17]C)=[O:16])=[CH:11][CH:10]=3)[NH:8][C:4]=2[CH:3]=1.[OH-].[Na+]>C1COCC1>[Cl:21][C:20]1[C:2]([Cl:1])=[CH:3][C:4]2[N:8]=[C:7]([C:9]3[CH:10]=[CH:11][C:12]([C:15]([OH:17])=[O:16])=[CH:13][CH:14]=3)[NH:6][C:5]=2[CH:19]=1 |f:1.2|. Reported procedure: A mixture of 5,6-dichloro-2-(4-methoxycarbonylphenyl)benzimidazole (2.4 g, 7.47 mmol), prepared as described in Preparation 7, 20% NaOH (7.5 ml, 37.5 mmol) in THF (25 ml) was heated at 50° C. for 1 h. After cooling at room temperature, solvent was removed under reduced pressure and pH was adjusted to 5 with acetic acid. The solid that was precipitated was filtered and dried at 50° C. to give 2.1 g of the title compound (yield 91.8%) as a brown solid, mp>250° C. Reactants: [N+](=O)([O-])C=1C=C(C(=O)O)C=CC1 (3-nitrobenzoic acid), CC(C)(C)S(=O)(=O)N (1,1-dimethylethylsulphonamide), Cl.CN(CCCN=C=NCC)C (1-[3-(dimethylamino)propyl]-3-ethyl carbodiimide hydrochloride). The reagents and catalysts are CN(C1=CC=NC=C1)C (4-dimethylaminopyridine). The solvent is ClCCl (dichloromethane). Run at time 22 hour. Yields the product CC(C)(S(=O)(=O)NC(=O)C1=CC(=CC=C1)[N+](=O)[O-])C (1-(1,1-Dimethylethylsulphonylaminocarbonyl)-3-nitrobenzene). The yield is 84.1%. As a reaction SMILES: [N+:1]([C:4]1[CH:5]=[C:6]([CH:10]=[CH:11][CH:12]=1)[C:7]([OH:9])=O)([O-:3])=[O:2].[CH3:13][C:14]([S:17]([NH2:20])(=[O:19])=[O:18])([CH3:16])[CH3:15].Cl.CN(C)CCCN=C=NCC>CN(C)C1C=CN=CC=1.ClCCl>[CH3:13][C:14]([CH3:16])([S:17]([NH:20][C:7]([C:6]1[CH:10]=[CH:11][CH:12]=[C:4]([N+:1]([O-:3])=[O:2])[CH:5]=1)=[O:9])(=[O:19])=[O:18])[CH3:15] |f:2.3|. Procedure details: To a mixture of 3-nitrobenzoic acid (0.37 g, 2.2 mmol), 1,1-dimethylethylsulphonamide (0.3 g, 2.2 mmol) and 4-dimethylaminopyridine (0.27 g, 2.2 mmol) in anhydrous dichloromethane (20 ml), under an atmosphere of nitrogen, was added. 1-[3-(dimethylamino)propyl]-3-ethyl carbodiimide hydrochloride (0.42 g, 2.2 mmol). The mixture was stirred at ambient temperature for 22 h. The mixture was extracted with 1M NaOH (50 ml) and the separated aqueous phase acidified using 5M HCl. This was extracted with ...